This data is from the Open Reaction Database (ORD), a public repository of structured organic reaction records. The task is: describe an organic reaction: reactants, conditions, products, and yield Reactants: O=C([O-])O, CC(=O)[O-], CN(C)C=O, Cc1ccccc1-c1cc(I)ncc1C(=O)N(C)Cc1cc(C(F)(F)F)cc(C(F)(F)F)c1, Cc1cc(I)ccn1, [K+], [Na+], [Na+], [Na+], O=C([O-])[O-]. Product: Cc1cc(-c2cc(-c3ccccc3C)c(C(=O)N(C)Cc3cc(C(F)(F)F)cc(C(F)(F)F)c3)cn2)ccn1. Reaction SMILES: [C:58](=[O:59])([OH:60])[O-:61].[CH3:10][C:11](=[O:12])[O-:13].[CH3:53][N:54]([CH3:55])[CH:56]=[O:57].[F:20][C:21]([c:22]1[cH:23][c:24]([CH2:25][N:26]([C:27]([c:28]2[cH:29][n:30][c:31]([I:41])[cH:32][c:33]2-[c:34]2[c:35]([CH3:40])[cH:36][cH:37][cH:38][cH:39]2)=[O:42])[CH3:43])[cH:44][c:45]([C:47]([F:48])([F:49])[F:50])[cH:46]1)([F:51])[F:52].[I:1][c:2]1[cH:3][c:4]([CH3:8])[n:5][cH:6][cH:7]1.[K+:9].[Na+:14].[Na+:15].[Na+:62].[O-:16][C:17](=[O:18])[O-:19]>>[c:2]1(-[c:31]2[n:30][cH:29][c:28]([C:27]([N:26]([CH2:25][c:24]3[cH:23][c:22]([C:21]([F:20])([F:51])[F:52])[cH:46][c:45]([C:47]([F:48])([F:49])[F:50])[cH:44]3)[CH3:43])=[O:42])[c:33](-[c:34]3[c:35]([CH3:40])[cH:36][cH:37][cH:38][cH:39]3)[cH:32]2)[cH:3][c:4]([CH3:8])[n:5][cH:6][cH:7]1. The reactants are O=C([O-])[O-], COc1ccc(-c2nc3ncncc3[nH]2)c(OCCSC)c1, CC(=O)O, [K+], [K+], O, OO. The product is COc1ccc(-c2nc3ncncc3[nH]2)c(OCCS(C)=O)c1. Reaction SMILES: [C:25]([O-:26])(=[O:27])[O-:28].[CH3:1][O:2][c:3]1[cH:4][c:5]([O:18][CH2:19][CH2:20][S:21][CH3:22])[c:6](-[c:9]2[n:10][c:11]3[n:12][cH:13][n:14][cH:15][c:16]3[nH:17]2)[cH:7][cH:8]1.[CH3:31][C:32](=[O:33])[OH:34].[K+:29].[K+:30].[OH2:35].[OH:23][OH:24]>>[CH3:1][O:2][c:3]1[cH:4][c:5]([O:18][CH2:19][CH2:20][S:21]([CH3:22])=[O:26])[c:6](-[c:9]2[n:10][c:11]3[n:12][cH:13][n:14][cH:15][c:16]3[nH:17]2)[cH:7][cH:8]1. The reactants are C(=O)O (formic acid), CC1=CC=C(C(=O)N)C=C1 (4-methylbenzamide), P(Cl)(Cl)(Cl)(Cl)Cl (phosphorus pentachloride), Cl (HCl). Run in C(Cl)(Cl)(Cl)Cl (carbon tetrachloride). Conditions: time 30 minute. The product is ClP(=O)(NC(C1=CC=C(C=C1)C)=O)Cl (N-[dichlorophosphinyl]-4-methylbenzamide). As a reaction SMILES: [CH3:1][C:2]1[CH:10]=[CH:9][C:5]([C:6]([NH2:8])=[O:7])=[CH:4][CH:3]=1.[P:11]([Cl:16])(Cl)(Cl)(Cl)[Cl:12].Cl.C(O)=[O:19]>C(Cl)(Cl)(Cl)Cl>[Cl:12][P:11]([Cl:16])([NH:8][C:6](=[O:7])[C:5]1[CH:9]=[CH:10][C:2]([CH3:1])=[CH:3][CH:4]=1)=[O:19]. Reported procedure: A mixture of 53 g (0.39 mole) of 4-methylbenzamide, 81.7 g (0.39 mole) of phosphorus pentachloride and 500 ml of AR carbon tetrachloride was heated at 60°-70° until the HCl gas evolution had ceased. Solution was cooled to 30° where 18.6 g (0.39 mole) of 97% formic acid was added. Continued to stir for 30 min. following the addition, then filtered, washed with AR carbon tetrachloride and air-dried to give 74.5 g, m.p. 96.5°-98°. Reactants: O1C=CC2=C1C=C(C=C2)C(=O)OC (methyl 1-benzofuran-6-carboxylate), [H-].[Al+3].[Li+].[H-].[H-].[H-] (lithium aluminum hydride), Cl (HCl), O (water). The solvent is C1CCOC1 (THF), C1CCOC1 (THF). Run at time 30 minute. The product is O1C=CC2=C1C=C(C=C2)CO (1-Benzofuran-6-ylmethanol). Reaction SMILES: [O:1]1[C:5]2[CH:6]=[C:7]([C:10](OC)=[O:11])[CH:8]=[CH:9][C:4]=2[CH:3]=[CH:2]1.[H-].[Al+3].[Li+].[H-].[H-].[H-].O.Cl>C1COCC1>[O:1]1[C:5]2[CH:6]=[C:7]([CH2:10][OH:11])[CH:8]=[CH:9][C:4]=2[CH:3]=[CH:2]1 |f:1.2.3.4.5.6|. Procedure details: A solution of methyl 1-benzofuran-6-carboxylate (J. Med. Chem. 1995, 38, 3094; 142 mg, 0.8 mmol) in THF (5 ml) was added dropwise to a stirred suspension of lithium aluminum hydride (92 mg, 2.4 mmol) in THF (2 mL) at −10° C. The mixture was stirred at room temperature for 30 min, cooled to 0° C. and treated slowly with water (1 mL). The mix was brought to pH 1 with 2N HCl and extracted with ethyl acetate (3×). The combined extracts were washed with water, brine, dried (MgSO4) and concentrated to... Reactants: C1CCOC1, COC(=O)c1cc([N+](=O)[O-])[nH]n1. Yields the product COC(=O)c1cc(N)[nH]n1. Reaction SMILES: [CH2:13]1[O:14][CH2:15][CH2:16][CH2:17]1.[CH3:1][O:2][C:3](=[O:4])[c:5]1[n:6][nH:7][c:8]([N+:10]([O-:11])=[O:12])[cH:9]1>>[CH3:1][O:2][C:3](=[O:4])[c:5]1[n:6][nH:7][c:8]([NH2:10])[cH:9]1. Reactants: FC1=CC=C(CBr)C=C1 (4-Fluorobenzyl bromide), C(=O)([O-])[O-].[K+].[K+] (K2CO3), FC=1C=C2C(=C(NC2=CC1)C)C1=NNS(C2=C1C=CC=C2)(=O)=O (4-(5-fluoro-2-methyl-1H-indol-3-yl)-2H-benzo[e][1,2,3]thiadiazine 1,1-dioxide), C(=O)([O-])[O-].[K+].[K+] (K2CO3), BrCC(=O)OC(C)(C)C (tert-butyl bromoacetate). The solvent is O (H2O), C(Cl)Cl (CH2Cl2), CC#N (CH3CN). Reaction conditions: temperature 80 celsius, time 8 hour. Product: C(C)(C)(C)OC(CN1C(=C(C2=CC(=CC=C12)F)C1=NN(S(C2=C1C=CC=C2)(=O)=O)CC2=CC=C(C=C2)F)C)=O ({3-[2-(4-Fluoro-benzyl)-1,1-dioxo-1,2-dihydro-1λ6-benzo[e][1,2,3]thiadiazin-4-yl]-5-fluoro-2-methyl-indol-1-yl}-acetic acid tert-butyl ester). Reaction SMILES: [F:1][C:2]1[CH:9]=[CH:8][C:5]([CH2:6]Br)=[CH:4][CH:3]=1.C([O-])([O-])=O.[K+].[K+].[F:16][C:17]1[CH:18]=[C:19]2[C:23](=[CH:24][CH:25]=1)[NH:22][C:21]([CH3:26])=[C:20]2[C:27]1[C:32]2[CH:33]=[CH:34][CH:35]=[CH:36][C:31]=2[S:30](=[O:38])(=[O:37])[NH:29][N:28]=1.Br[CH2:40][C:41]([O:43][C:44]([CH3:47])([CH3:46])[CH3:45])=[O:42]>CC#N.O.C(Cl)Cl>[C:44]([O:43][C:41](=[O:42])[CH2:40][N:22]1[C:23]2[C:19](=[CH:18][C:17]([F:16])=[CH:25][CH:24]=2)[C:20]([C:27]2[C:32]3[CH:33]=[CH:34][CH:35]=[CH:36][C:31]=3[S:30](=[O:37])(=[O:38])[N:29]([CH2:6][C:5]3[CH:8]=[CH:9][C:2]([F:1])=[CH:3][CH:4]=3)[N:28]=2)=[C:21]1[CH3:26])([CH3:47])([CH3:46])[CH3:45] |f:1.2.3|. Procedure: 4-Fluorobenzyl bromide (8 μL, 67 μmol) and K2CO3 (10 mg, 72 μmol) were added to a solution of 4-(5-fluoro-2-methyl-1H-indol-3-yl)-2H-benzo[e][1,2,3]thiadiazine 1,1-dioxide (20 mg, 61 μmol) in CH3CN (1 mL), and stirred overnight at 80° C. An additional amount of K2CO3 (10 mg, 72 μmol) and tert-butyl bromoacetate (14 μL, 92 μmol) was added, and the reaction mixture stirred an additional 2 h at 80° C. The reaction mixture was diluted with H2O and CH2Cl2, and filtered through an Extrelut column. The... Reactants: S1C=NC=C1C1(CCC2(OCCO2)CC1)O (8-Thiazol-5-yl-1,4-dioxa-spiro[4.5]decan-8-ol), Cl (HCl), [OH-].[Na+] (NaOH). Solvent: CN(C)C=O (DMF). Reaction conditions: temperature 60 celsius. Yields the product OC1(CCC(CC1)=O)C1=CN=CS1 (4-Hydroxy-4-thiazol-5-yl-cyclohexanone). As a reaction SMILES: [S:1]1[C:5]([C:6]2([OH:16])[CH2:15][CH2:14][C:9]3(OCC[O:10]3)[CH2:8][CH2:7]2)=[CH:4][N:3]=[CH:2]1.Cl.[OH-].[Na+]>CN(C=O)C>[OH:16][C:6]1([C:5]2[S:1][CH:2]=[N:3][CH:4]=2)[CH2:15][CH2:14][C:9](=[O:10])[CH2:8][CH2:7]1 |f:2.3|. Procedure: A 5-L 4-neck round bottom flask equipped with a thermocouple, a mechanical stirrer, a condenser, and a nitrogen inlet/outlet adapter was charged with ketal 9 as prepared in the previous step (316.3 g, 1.30 mol) and DMF (238.0 mL) with stirring. A solution of 2 N HCl (1.13 L, 2.26 mol) was added over 2 min; the mixture was stirred at 26° C. for 5 min, warmed up to 60° C., and stirred for 3 h. The progress of the reaction was monitored by HPLC and LC-MS. The reaction was cooled to 0° C. in an ice-... Procedure details: A mixture of 3-cyclobutyl-1-[4-(3-nitrophenoxy)-phenyl]-imidazo[1,5-a]pyrazin-8-ylamine (10 mg, 0.02 mmol), iron (10 mg, 0.2 mmol), EtOH (10 mL, 0.2 mol) and conc. HCl (100 uL, 0.003 mol) was refluxed for 1 h. Sat. NaHCO3 was added to quench, and the EtOH was removed in vacuo. The mixture was transferred to a separatory funnel, and DCM was used to extract the product. The organic layer was concentrated in vacuo, redissolved in minimal MeOH/DCM, and loaded onto a prep TLC plate. After eluting wit... The reagents and catalysts are [Fe] (iron). The reactants are C1(CCC1)C1=NC(=C2N1C=CN=C2N)C2=CC=C(C=C2)OC2=CC(=CC=C2)[N+](=O)[O-] (3-cyclobutyl-1-[4-(3-nitrophenoxy)-phenyl]-imidazo[1,5-a]pyrazin-8-ylamine), CCO (EtOH), Cl (HCl), C(=O)(O)[O-].[Na+] (NaHCO3). Yields the product NC=1C=C(OC2=CC=C(C=C2)C=2N=C(N3C2C(=NC=C3)N)C3CCC3)C=CC1 (1-[4-(3-Aminophenoxy)-phenyl]-3-cyclobutylimidazo[1,5-a]pyrazin-8-ylamine). Reaction SMILES: [CH:1]1([C:5]2[N:9]3[CH:10]=[CH:11][N:12]=[C:13]([NH2:14])[C:8]3=[C:7]([C:15]3[CH:20]=[CH:19][C:18]([O:21][C:22]4[CH:27]=[CH:26][CH:25]=[C:24]([N+:28]([O-])=O)[CH:23]=4)=[CH:17][CH:16]=3)[N:6]=2)[CH2:4][CH2:3][CH2:2]1.CCO.Cl.C([O-])(O)=O.[Na+]>[Fe]>[NH2:28][C:24]1[CH:23]=[C:22]([CH:27]=[CH:26][CH:25]=1)[O:21][C:18]1[CH:19]=[CH:20][C:15]([C:7]2[N:6]=[C:5]([CH:1]3[CH2:2][CH2:3][CH2:4]3)[N:9]3[CH:10]=[CH:11][N:12]=[C:13]([NH2:14])[C:8]=23)=[CH:16][CH:17]=1 |f:3.4|. Reactants: O=C(O)Cc1ccc(OCc2ccccc2)cc1, CN(C)C=O, CCO, CCN(C(C)C)C(C)C, [Cl-], [Fe], O=[N+]([O-])c1cccc2nn(CCN3CCCCC3)cc12, [NH4+], O, On1nnc2ccccc21. Product: O=C(Cc1ccc(OCc2ccccc2)cc1)Nc1cccc2nn(CCN3CCCCC3)cc12. As a reaction SMILES: [CH2:23]([c:24]1[cH:25][cH:26][cH:27][cH:28][cH:29]1)[O:30][c:31]1[cH:32][cH:33][c:34]([CH2:37][C:38](=[O:39])[OH:40])[cH:35][cH:36]1.[CH3:60][N:61]([CH3:62])[CH:63]=[O:64].[CH3:66][CH2:67][OH:68].[CH:51]([N:52]([CH:53]([CH3:54])[CH3:55])[CH2:56][CH3:57])([CH3:58])[CH3:59].[Cl-:21].[Fe:65].[N+:1]([O-:2])(=[O:3])[c:4]1[c:5]2[cH:6][n:7]([CH2:13][CH2:14][N:15]3[CH2:16][CH2:17][CH2:18][CH2:19][CH2:20]3)[n:8][c:9]2[cH:10][cH:11][cH:12]1.[NH4+:22].[OH2:69].[OH:41][n:42]1[c:43]2[cH:44][cH:45][cH:46][cH:47][c:48]2[n:49][n:50]1>>[NH:1]([c:4]1[c:5]2[cH:6][n:7]([CH2:13][CH2:14][N:15]3[CH2:16][CH2:17][CH2:18][CH2:19][CH2:20]3)[n:8][c:9]2[cH:10][cH:11][cH:12]1)[C:38]([CH2:37][c:34]1[cH:33][cH:32][c:31]([O:30][CH2:23][c:24]2[cH:25][cH:26][cH:27][cH:28][cH:29]2)[cH:36][cH:35]1)=[O:39].